The task is: describe an organic reaction: reactants, conditions, products, and yield. This data is from the Open Reaction Database (ORD), a public repository of structured organic reaction records. Product: Cl, NNc1cccc(F)c1I. The reactants are [Cl-], Cl, Cl, Nc1cccc(F)c1I, O=N[O-], [Na+], [Na+], [OH-], O. As a reaction SMILES: [Cl-:15].[ClH:18].[ClH:1].[I:2][c:3]1[c:4]([NH2:5])[cH:6][cH:7][cH:8][c:9]1[F:10].[N:11]([O-:12])=[O:13].[Na+:14].[Na+:17].[OH-:16].[OH2:19]>>[ClH:1].[I:2][c:3]1[c:4]([NH:5][NH2:11])[cH:6][cH:7][cH:8][c:9]1[F:10]. Starting materials: CC1CCN(CC1)C=1C=C(C=CC1[N+](=O)[O-])N1CCOCC1 (4-[3-(4-methyl-piperidin-1-yl)-4-nitro-phenyl]-morpholine), NC1=CC=CC=C1 (aniline), 5-cyanofuran-2-carboxylic acid N-hydroxysuccinimide ester, C(#N)C1=CC=C(O1)C(=O)O (5-Cyano-furan-2-carboxylic acid), C(C(=O)Cl)(=O)Cl (oxalyl chloride), ON1C(CCC1=O)=O (N-hydroxysuccinimide), CCN(C(C)C)C(C)C (DIEA), 5-cyanofuran-2-carboxylic acid N-hydroxysuccinimide ester, NC1=CC=CC=C1 (aniline), 5-cyanofuran-2-carboxylic acid N-hydroxysuccinimide ester, 5-cyanofuran-2-carboxylic acid N-hydroxysuccinimide ester, NC1=CC=CC=C1 (aniline), 5-cyanofuran-2-carboxylic acid N-hydroxysuccinimide ester. Reagents/catalysts: [Pd] (palladium on carbon). Solvent: ClCCl (dichloromethane), C1CCOC1 (THF). Reaction conditions: time 1 hour. Yields the product CC1CCN(CC1)C1=C(C=CC(=C1)N1CCOCC1)NC(=O)C=1OC(=CC1)C#N (5-Cyano-furan-2-carboxylic acid [2-(4-methyl-piperidin-1-yl)-4-morpholin-4-yl-phenyl]-amide). Yield: 65.0%. As a reaction SMILES: [CH3:1][CH:2]1[CH2:7][CH2:6][N:5]([C:8]2[CH:9]=[C:10]([N:17]3[CH2:22][CH2:21][O:20][CH2:19][CH2:18]3)[CH:11]=[CH:12][C:13]=2[N+:14]([O-])=O)[CH2:4][CH2:3]1.NC1C=CC=CC=1.[C:30]([C:32]1[O:36][C:35]([C:37](O)=[O:38])=[CH:34][CH:33]=1)#[N:31].C(Cl)(=O)C(Cl)=O.ON1C(=O)CCC1=O.CCN(C(C)C)C(C)C>[Pd].C1COCC1.ClCCl>[CH3:1][CH:2]1[CH2:7][CH2:6][N:5]([C:8]2[CH:9]=[C:10]([N:17]3[CH2:22][CH2:21][O:20][CH2:19][CH2:18]3)[CH:11]=[CH:12][C:13]=2[NH:14][C:37]([C:35]2[O:36][C:32]([C:30]#[N:31])=[CH:33][CH:34]=2)=[O:38])[CH2:4][CH2:3]1. Reported procedure: The procedure of Example 4, step (c) was followed using 101 mg (0.331 mmol) of 4-[3-(4-methyl-piperidin-1-yl)-4-nitro-phenyl]-morpholine (as prepared in the previous step) and 40 mg of 10% palladium on carbon (50% by weight water) in 5 mL THF to prepare the corresponding aniline. However, 5-cyanofuran-2-carboxylic acid N-hydroxysuccinimide ester was used to acylate the aniline instead of 5-cyanofuran-2-carbonyl chloride. (5-cyanofuran-2-carboxylic acid N-hydroxysuccinimide ester was previously p... Procedure: 5-(4-Bromo-phenyl)-3-methyl-isoxazole-4-carboxylic acid (2.0 g, 7.07 mmol), [4-(4,4,5,5-tetramethyl-[1,3,2]dioxaborolan-2-yl)-phenyl]-acetic acid ethyl ester (2.46 g, 8.5 mmol), tetrakis(triphenylphosphine)palladium(0) (0.80 g, 0.70 mmol), and sodium bicarbonate (4.3 g, 52 mmol) were combined in 1,4-dioxane (50 mL) and water (10 mL), and the reaction was stirred overnight at 80° C. to give the title compound. Reactants: BrC1=CC=C(C=C1)C1=C(C(=NO1)C)C(=O)O (5-(4-Bromo-phenyl)-3-methyl-isoxazole-4-carboxylic acid), C(C)OC(CC1=CC=C(C=C1)B1OC(C(O1)(C)C)(C)C)=O ([4-(4,4,5,5-tetramethyl-[1,3,2]dioxaborolan-2-yl)-phenyl]-acetic acid ethyl ester), C([O-])(O)=O.[Na+] (sodium bicarbonate). RXN SMILES: Br[C:2]1[CH:7]=[CH:6][C:5]([C:8]2[O:12][N:11]=[C:10]([CH3:13])[C:9]=2[C:14]([OH:16])=[O:15])=[CH:4][CH:3]=1.[CH2:17]([O:19][C:20](=[O:37])[CH2:21][C:22]1[CH:27]=[CH:26][C:25](B2OC(C)(C)C(C)(C)O2)=[CH:24][CH:23]=1)[CH3:18].C(=O)(O)[O-].[Na+]>O1CCOCC1.O.C1C=CC([P]([Pd]([P](C2C=CC=CC=2)(C2C=CC=CC=2)C2C=CC=CC=2)([P](C2C=CC=CC=2)(C2C=CC=CC=2)C2C=CC=CC=2)[P](C2C=CC=CC=2)(C2C=CC=CC=2)C2C=CC=CC=2)(C2C=CC=CC=2)C2C=CC=CC=2)=CC=1>[CH2:17]([O:19][C:20]([CH2:21][C:22]1[CH:27]=[CH:26][C:25]([C:2]2[CH:7]=[CH:6][C:5]([C:8]3[O:12][N:11]=[C:10]([CH3:13])[C:9]=3[C:14]([OH:16])=[O:15])=[CH:4][CH:3]=2)=[CH:24][CH:23]=1)=[O:37])[CH3:18] |f:2.3,^1:53,55,74,93|. Reagents/catalysts: C=1C=CC(=CC1)[P](C=2C=CC=CC2)(C=3C=CC=CC3)[Pd]([P](C=4C=CC=CC4)(C=5C=CC=CC5)C=6C=CC=CC6)([P](C=7C=CC=CC7)(C=8C=CC=CC8)C=9C=CC=CC9)[P](C=1C=CC=CC1)(C=1C=CC=CC1)C=1C=CC=CC1 (tetrakis(triphenylphosphine)palladium(0)). Solvent: O1CCOCC1 (1,4-dioxane), O (water). Yields the product C(C)OC(=O)CC1=CC=C(C=C1)C1=CC=C(C=C1)C1=C(C(=NO1)C)C(=O)O (5-(4′-Ethoxycarbonylmethyl-biphenyl-4-yl)-3-methyl-isoxazole-4-carboxylic acid). The reactants are CC#N, ClCCl, O=C(O)C(F)(F)F, Cc1nn(C2CCN(C(=O)OC(C)(C)C)CC2)cc1-c1cnc(N)c(-c2nc3ccccc3o2)c1. The product is Cc1nn(C2CCNCC2)cc1-c1cnc(N)c(-c2nc3ccccc3o2)c1. Reaction SMILES: [CH3:46][C:47]#[N:48].[Cl:43][CH2:44][Cl:45].[F:36][C:37]([F:38])([F:39])[C:40]([OH:41])=[O:42].[NH2:1][c:2]1[c:3](-[c:27]2[o:28][c:29]3[c:30]([n:31]2)[cH:32][cH:33][cH:34][cH:35]3)[cH:4][c:5](-[c:8]2[c:9]([CH3:26])[n:10][n:11]([CH:13]3[CH2:14][CH2:15][N:16]([C:19]([O:20][C:21]([CH3:22])([CH3:23])[CH3:24])=[O:25])[CH2:17][CH2:18]3)[cH:12]2)[cH:6][n:7]1>>[NH2:1][c:2]1[c:3](-[c:27]2[o:28][c:29]3[c:30]([n:31]2)[cH:32][cH:33][cH:34][cH:35]3)[cH:4][c:5](-[c:8]2[c:9]([CH3:26])[n:10][n:11]([CH:13]3[CH2:14][CH2:15][NH:16][CH2:17][CH2:18]3)[cH:12]2)[cH:6][n:7]1. Reactants: C(C)(C)(C)OC(=O)N[C@@H]1CC[C@H](CC1)C(=O)O (trans-4-tert-butoxycarbonylamino-cyclohexanecarboxylic acid), C(#N)C=1C=C(COC=2C=C(C=C(C2)OCC2=CC(=CC=C2)C#N)N)C=CC1 ([3,5-Bis-(3-cyano-benzyloxy)-phenyl]-amine). The product is C(C)(C)(C)OC(NC1CCC(CC1)C(NC1=CC(=CC(=C1)OCC1=CC(=CC=C1)C#N)OCC1=CC(=CC=C1)C#N)=O)=O ({4-[3,5-Bis-(3-cyano-benzyloxy)-phenylcarbamoyl]-cyclohexyl}-carbamic Acid Tert-butyl Ester). The yield is 62.5%. RXN SMILES: [C:1]([O:5][C:6]([NH:8][C@H:9]1[CH2:14][CH2:13][C@H:12]([C:15]([OH:17])=O)[CH2:11][CH2:10]1)=[O:7])([CH3:4])([CH3:3])[CH3:2].[C:18]([C:20]1[CH:21]=[C:22]([CH:42]=[CH:43][CH:44]=1)[CH2:23][O:24][C:25]1[CH:26]=[C:27]([NH2:41])[CH:28]=[C:29]([O:31][CH2:32][C:33]2[CH:38]=[CH:37][CH:36]=[C:35]([C:39]#[N:40])[CH:34]=2)[CH:30]=1)#[N:19]>>[C:1]([O:5][C:6](=[O:7])[NH:8][CH:9]1[CH2:10][CH2:11][CH:12]([C:15](=[O:17])[NH:41][C:27]2[CH:28]=[C:29]([O:31][CH2:32][C:33]3[CH:38]=[CH:37][CH:36]=[C:35]([C:39]#[N:40])[CH:34]=3)[CH:30]=[C:25]([O:24][CH2:23][C:22]3[CH:42]=[CH:43][CH:44]=[C:20]([C:18]#[N:19])[CH:21]=3)[CH:26]=2)[CH2:13][CH2:14]1)([CH3:2])([CH3:3])[CH3:4]. Reported procedure: Following the procedure of Example 107(e) trans-4-tert-butoxycarbonylamino-cyclohexanecarboxylic acid 0.41 g (1.68 mmol) and [3,5-Bis-(3-cyano-benzyloxy)-phenyl]-amine (0.6 g, 1.68 mmol) were used to afford 0.61 g of the required product. Percentage purity (LCMS): 79.8%, (M−1)=580.0-1. Starting materials: C(C)(=O)N1C(CC2=CC(=CC=C12)C(C)=O)=O (1,5-diacetyl-2-indolinone), FC1=CC=C(C(=O)O)C=C1 (4-fluorobenzoic acid). Yields the product C(C)(=O)N1C(C(C2=CC(=CC=C12)C(C)=O)=C(O)C1=CC=C(C=C1)F)=O (1,5-diacetyl-3-[(4-fluorophenyl)-hydroxy-methylidene]-2-indolinone). As a reaction SMILES: [C:1]([N:4]1[C:12]2[C:7](=[CH:8][C:9]([C:13](=[O:15])[CH3:14])=[CH:10][CH:11]=2)[CH2:6][C:5]1=[O:16])(=[O:3])[CH3:2].[F:17][C:18]1[CH:26]=[CH:25][C:21]([C:22](O)=[O:23])=[CH:20][CH:19]=1>>[C:1]([N:4]1[C:12]2[C:7](=[CH:8][C:9]([C:13](=[O:15])[CH3:14])=[CH:10][CH:11]=2)[C:6](=[C:22]([C:21]2[CH:25]=[CH:26][C:18]([F:17])=[CH:19][CH:20]=2)[OH:23])[C:5]1=[O:16])(=[O:3])[CH3:2]. Reported procedure: Prepared from 1,5-diacetyl-2-indolinone and 4-fluorobenzoic acid Reactants: BrCc1ccccc1, [H-], [Na+], C1CCOC1, CCOC(=O)CCc1nc2ccccc2[nH]1. Yields the product CCOC(=O)CCc1nc2ccccc2n1Cc1ccccc1. As a reaction SMILES: [Br:19][CH2:20][c:21]1[cH:22][cH:23][cH:24][cH:25][cH:26]1.[H-:17].[Na+:18].[O:27]1[CH2:28][CH2:29][CH2:30][CH2:31]1.[nH:1]1[c:2]([CH2:10][CH2:11][C:12](=[O:13])[O:14][CH2:15][CH3:16])[n:3][c:4]2[c:5]1[cH:6][cH:7][cH:8][cH:9]2>>[n:1]1([CH2:20][c:21]2[cH:22][cH:23][cH:24][cH:25][cH:26]2)[c:2]([CH2:10][CH2:11][C:12](=[O:13])[O:14][CH2:15][CH3:16])[n:3][c:4]2[c:5]1[cH:6][cH:7][cH:8][cH:9]2.